The task is: describe an organic reaction: reactants, conditions, products, and yield. This data is from the Open Reaction Database (ORD), a public repository of structured organic reaction records. Starting materials: C1=CC=CCC1 (cyclohexadiene), O (water), C(C)(C)(C)OC(=O)N1CCN(CC1)C(=O)C1N(CCCC1)C(=O)OCC1=CC=CC=C1 (4-(1-benzyloxycarbonylpiperidine-2-carbonyl)piperazine-1-carboxylic acid tert-butyl ester). The reagents and catalysts are [Pd] (Pd/C). The solvent is CCO (EtOH). Run at time 24 hour. Product: C(C)(C)(C)OC(=O)N1CCN(CC1)C(=O)C1NCCCC1 (4-(piperidine-2-carbonyl)piperazine-1-carboxylic acid tert-butyl ester). Yield: 82.7%. RXN SMILES: C1CCC=CC=1.O.[C:8]([O:12][C:13]([N:15]1[CH2:20][CH2:19][N:18]([C:21]([CH:23]2[CH2:28][CH2:27][CH2:26][CH2:25][N:24]2C(OCC2C=CC=CC=2)=O)=[O:22])[CH2:17][CH2:16]1)=[O:14])([CH3:11])([CH3:10])[CH3:9]>CCO.[Pd]>[C:8]([O:12][C:13]([N:15]1[CH2:20][CH2:19][N:18]([C:21]([CH:23]2[CH2:28][CH2:27][CH2:26][CH2:25][NH:24]2)=[O:22])[CH2:17][CH2:16]1)=[O:14])([CH3:11])([CH3:9])[CH3:10]. Procedure details: 3.9 ml of cyclohexadiene and then 1.3 g of 10% Pd/C with a 50% water content are added, under an inert atmosphere, to a solution of 1.79 g of the compound obtained in step 5.1, in 14 ml of EtOH. The medium is stirred at AT for 24 hours and then filtered. The filtrate is evaporated, to give 1.02 g of the desired compound. Starting materials: CS(=O)(=O)c1ccc(CBr)c(C(F)(F)F)c1, COC(=O)Cc1c(C)[nH]c2ncccc12, CN(C)C=O. Yields the product COC(=O)Cc1c(C)n(Cc2ccc(S(C)(=O)=O)cc2C(F)(F)F)c2ncccc12. Reaction SMILES: [Br:16][CH2:17][c:18]1[c:19]([C:28]([F:29])([F:30])[F:31])[cH:20][c:21]([S:24](=[O:25])(=[O:26])[CH3:27])[cH:22][cH:23]1.[CH3:1][O:2][C:3]([CH2:4][c:5]1[c:6]([CH3:14])[nH:7][c:8]2[n:9][cH:10][cH:11][cH:12][c:13]12)=[O:15].[O:32]=[CH:33][N:34]([CH3:35])[CH3:36]>>[CH3:1][O:2][C:3]([CH2:4][c:5]1[c:6]([CH3:14])[n:7]([CH2:17][c:18]2[c:19]([C:28]([F:29])([F:30])[F:31])[cH:20][c:21]([S:24](=[O:25])(=[O:26])[CH3:27])[cH:22][cH:23]2)[c:8]2[n:9][cH:10][cH:11][cH:12][c:13]12)=[O:15].